From a dataset of the Open Reaction Database (ORD), a public repository of structured organic reaction records. describe an organic reaction: reactants, conditions, products, and yield Reactants: C(=O)(O)[O-].[Na+] (NaHCO3), N1C(CCC1C(=O)O)=O (2-pyrrolidone-5-carboxylic acid), C(CCCCCC)O (n-heptyl alcohol), S(O)(O)(=O)=O (sulfuric acid). Run in C1=CC=CC=C1 (benzene). Product: C(CCCCCC)OC(=O)C1CCC(N1)=O (2-pyrrolidone-5-carboxylic acid n-heptyl ester). Isolated yield 65.1%. As a reaction SMILES: [NH:1]1[CH:5]([C:6]([OH:8])=[O:7])[CH2:4][CH2:3][C:2]1=[O:9].[CH2:10](O)[CH2:11][CH2:12][CH2:13][CH2:14][CH2:15][CH3:16].S(=O)(=O)(O)O.C([O-])(O)=O.[Na+]>C1C=CC=CC=1>[CH2:10]([O:7][C:6]([CH:5]1[NH:1][C:2](=[O:9])[CH2:3][CH2:4]1)=[O:8])[CH2:11][CH2:12][CH2:13][CH2:14][CH2:15][CH3:16] |f:3.4|. Procedure: A 200-ml eggplant-shaped flask equipped with a condenser and a mechanical stirrer was charged with 6.5 g (0.05 mole) of 2-pyrrolidone-5-carboxylic acid, 23.2 g (0.20 mole) of n-heptyl alcohol, a catalytic amount of concentrated sulfuric acid and 40 ml of benzene and the mixture was refluxed for 3.5 hours. The reaction mixture was cooled to room temperature and poured into saturated aqueous NaHCO3, followed by extraction with benzene. Washing, drying, solvent removal and distillation under reduce...